From a dataset of the Open Reaction Database (ORD), a public repository of structured organic reaction records. describe an organic reaction: reactants, conditions, products, and yield The reactants are CCc1nn2ccc3c(c2c1CC#N)CCO3, CO, [Co], N. Product: CCc1nn2ccc3c(c2c1CCN)CCO3. RXN SMILES: [CH2:1]([CH3:2])[c:3]1[n:4][n:5]2[c:6]([c:7]3[c:8]([cH:9][cH:10]2)[O:11][CH2:12][CH2:13]3)[c:14]1[CH2:15][C:16]#[N:17].[CH3:18][OH:19].[Co:21].[NH3:20]>>[CH2:1]([CH3:2])[c:3]1[n:4][n:5]2[c:6]([c:7]3[c:8]([cH:9][cH:10]2)[O:11][CH2:12][CH2:13]3)[c:14]1[CH2:15][CH2:16][NH2:17]. The reactants are CC1(OC(CC(O1)=O)=O)CC (2-methyl-2-ethyl-1,3-dioxane-4,6-dione), C(=O)O (formic acid), C(C1=CC(OC)=C(OC)C=C1)=O (veratraldehyde), mixture. Solvent: C(C)N(CC)CC (triethylamine). Reaction conditions: temperature 95 celsius. The product is COC=1C=C(C=CC1OC)CCC(=O)O (3-(3,4-dimethoxyphenyl)propionic acid). RXN SMILES: [CH3:1][C:2]1(CC)[O:7]C(=O)CC(=O)[O:3]1.[CH:12](=O)[C:13]1[CH:22]=[CH:21][C:18]([O:19][CH3:20])=[C:15]([O:16][CH3:17])[CH:14]=1.C(O)=O>C(N(CC)CC)C>[CH3:17][O:16][C:15]1[CH:14]=[C:13]([CH2:12][CH2:1][C:2]([OH:7])=[O:3])[CH:22]=[CH:21][C:18]=1[O:19][CH3:20]. Reported procedure: 3.95 g (0.025 mol) of 2-methyl-2-ethyl-1,3-dioxane-4,6-dione and 4.15 g (0.025 mol) of veratraldehyde were weighed in to 25 ml of the mixture of formic acid and triethylamine prepared as described in Example 1. The reaction mixture was heated to 95° C. during 1 hour and maintained at the same temperature for 2 hours, then Example 1 was followed.